Dataset: the Open Reaction Database (ORD), a public repository of structured organic reaction records. Task: describe an organic reaction: reactants, conditions, products, and yield The reactants are ClC=1C(=C(NC2=NC=NC3=CC(=C(C=C23)O)OC)C=CC1)F (4-(3-chloro-2-fluoroanilino)-7-methoxy-6-hydroxyquinazoline), [N+](=O)([O-])C1=CC=C(C=C1)S(=O)(=O)O[C@H]1C[C@H](N(C1)C(=O)OC(C)(C)C)C(=O)OC (1-tert-butyl 2-methyl (2S,4S)-4-[(4-nitrophenyl)sulfonyloxy]pyrrolidine-1,2-dicarboxylate), [F-].[Cs+] (cesium fluoride). Run in CN(C=O)C (Dimethylformamide). Reaction conditions: time 16 hour. Yields the product ClC=1C(=C(NC2=NC=NC3=CC(=C(C=C23)O[C@@H]2C[C@H](N(C2)C(=O)OC(C)(C)C)C(=O)OC)OC)C=CC1)F (4-(3-chloro-2-fluoroanilino)-6-[(2S,4R)-1-(tert-butoxycarbonyl)-2-(methoxycarbonyl)pyrrolidin-4-yloxy]-7-methoxyquinazoline). The yield is 31.9%. As a reaction SMILES: [Cl:1][C:2]1[C:3]([F:22])=[C:4]([CH:19]=[CH:20][CH:21]=1)[NH:5][C:6]1[C:15]2[C:10](=[CH:11][C:12]([O:17][CH3:18])=[C:13]([OH:16])[CH:14]=2)[N:9]=[CH:8][N:7]=1.[N+](C1C=CC(S(O[C@@H:36]2[CH2:40][N:39]([C:41]([O:43][C:44]([CH3:47])([CH3:46])[CH3:45])=[O:42])[C@H:38]([C:48]([O:50][CH3:51])=[O:49])[CH2:37]2)(=O)=O)=CC=1)([O-])=O.[F-].[Cs+]>CN(C)C=O>[Cl:1][C:2]1[C:3]([F:22])=[C:4]([CH:19]=[CH:20][CH:21]=1)[NH:5][C:6]1[C:15]2[C:10](=[CH:11][C:12]([O:17][CH3:18])=[C:13]([O:16][C@H:36]3[CH2:40][N:39]([C:41]([O:43][C:44]([CH3:47])([CH3:46])[CH3:45])=[O:42])[C@H:38]([C:48]([O:50][CH3:51])=[O:49])[CH2:37]3)[CH:14]=2)[N:9]=[CH:8][N:7]=1 |f:2.3|. Procedure: Dimethylformamide (15 ml) was added to 4-(3-chloro-2-fluoroanilino)-7-methoxy-6-hydroxyquinazoline (0.66 g; prepared as described in Example 22-preparation of starting materials), 1-tert-butyl 2-methyl (2S,4S)-4-[(4-nitrophenyl)sulfonyloxy]pyrrolidine-1,2-dicarboxylate (0.889 g) and cesium fluoride (0.941 g). The reaction mixture was then stirred at room temperature for 16 hours. The reaction mixture was evaporated under vacuum and the residue partitioned between ethyl acetate and water. The org... The reactants are [Al+3], CCOCC, Cc1cc(C(OS(C)(=O)=O)(c2cc(C(F)(F)F)cc(C(F)(F)F)c2)C(F)(F)F)ccc1[N+](=O)[O-], [H-], [H-], [H-], [H-], [Li+], C1CCOC1. Yields the product Cc1cc(C(c2cc(C(F)(F)F)cc(C(F)(F)F)c2)C(F)(F)F)ccc1[N+](=O)[O-]. Reaction SMILES: [Al+3:36].[CH2:46]([O:47][CH2:48][CH3:49])[CH3:50].[CH3:1][S:2]([O:3][C:6]([C:7]([F:8])([F:9])[F:10])([c:11]1[cH:12][c:13]([CH3:20])[c:14]([N+:17](=[O:18])[O-:19])[cH:15][cH:16]1)[c:21]1[cH:22][c:23]([C:31]([F:32])([F:33])[F:34])[cH:24][c:25]([C:27]([F:28])([F:29])[F:30])[cH:26]1)(=[O:4])=[O:5].[H-:35].[H-:38].[H-:39].[H-:40].[Li+:37].[O:41]1[CH2:42][CH2:43][CH2:44][CH2:45]1>>[CH:6]([C:7]([F:8])([F:9])[F:10])([c:11]1[cH:12][c:13]([CH3:20])[c:14]([N+:17](=[O:18])[O-:19])[cH:15][cH:16]1)[c:21]1[cH:22][c:23]([C:31]([F:32])([F:33])[F:34])[cH:24][c:25]([C:27]([F:28])([F:29])[F:30])[cH:26]1. Procedure: A suspension of 106.2 grams (0.6 mole) of nicotinoyl chloride hydrochloride in 300 ml of anhydrous pyridine was added in 2 hours under stirring with a solution of 20.2 grams (0.1 mole) of 2,2,7,7-tetramethyl-1,8-octanediol in 60 ml of anhydrous pyridine while keeping the temperature at about 70° C. The reaction was refluxed and stirred for 36 hours, then, after cooling, the formed precipitate was removed by filtration. The filtrate was evaporated under vacuum and the obtained residue was treated... Yield: 53.3%. RXN SMILES: Cl.[C:2](Cl)(=[O:9])[C:3]1[CH:8]=[CH:7][CH:6]=[N:5][CH:4]=1.[CH3:11][C:12]([CH3:24])([CH2:15][CH2:16][CH2:17][CH2:18][C:19]([CH3:23])([CH3:22])[CH2:20][OH:21])[CH2:13][OH:14]>N1C=CC=CC=1>[C:2]([O:21][CH2:20][C:19]([CH3:23])([CH3:22])[CH2:18][CH2:17][CH2:16][CH2:15][C:12]([CH3:24])([CH3:11])[CH2:13][O:14][C:2](=[O:9])[C:3]1[CH:8]=[CH:7][CH:6]=[N:5][CH:4]=1)(=[O:9])[C:3]1[CH:8]=[CH:7][CH:6]=[N:5][CH:4]=1 |f:0.1|. Product: C(C1=CN=CC=C1)(=O)OCC(CCCCC(COC(C1=CN=CC=C1)=O)(C)C)(C)C (2,2,7,7-Tetramethyl-1,8-octanediol dinicotinate). Reaction conditions: time 36 hour. Solvent: N1=CC=CC=C1 (pyridine), N1=CC=CC=C1 (pyridine). Starting materials: Cl.C(C1=CN=CC=C1)(=O)Cl (nicotinoyl chloride hydrochloride), CC(CO)(CCCCC(CO)(C)C)C (2,2,7,7-tetramethyl-1,8-octanediol). Reactants: C=CC(=O)N1CCCc2cc(OC)c([N+](=O)[O-])cc21, CNC, CO. Product: COc1cc2c(cc1[N+](=O)[O-])N(C(=O)CCN(C)C)CCC2. As a reaction SMILES: [C:1]([CH:2]=[CH2:3])(=[O:4])[N:5]1[CH2:6][CH2:7][CH2:8][c:9]2[cH:10][c:11]([O:18][CH3:19])[c:12]([N+:15](=[O:16])[O-:17])[cH:13][c:14]21.[CH3:20][NH:21][CH3:22].[CH3:23][OH:24]>>[C:1]([CH2:2][CH2:3][N:21]([CH3:20])[CH3:22])(=[O:4])[N:5]1[CH2:6][CH2:7][CH2:8][c:9]2[cH:10][c:11]([O:18][CH3:19])[c:12]([N+:15](=[O:16])[O-:17])[cH:13][c:14]21.